Dataset: the Open Reaction Database (ORD), a public repository of structured organic reaction records. Task: describe an organic reaction: reactants, conditions, products, and yield RXN SMILES: [CH:1]1([N:7]2[C:11](=[O:12])[C:10]([NH:13][C:14]([C:16]3[C:20]([CH3:21])=[C:19]([C:22]4[CH2:27][CH2:26][C:25]([CH3:29])([CH3:28])[CH2:24][CH:23]=4)[O:18][N:17]=3)=[O:15])=[C:9]([CH3:30])[N:8]2[CH3:31])[CH2:6][CH2:5][CH2:4][CH2:3][CH2:2]1>C(O)C.[Pd]>[CH:1]1([N:7]2[C:11](=[O:12])[C:10]([NH:13][C:14]([C:16]3[C:20]([CH3:21])=[C:19]([CH:22]4[CH2:23][CH2:24][C:25]([CH3:28])([CH3:29])[CH2:26][CH2:27]4)[O:18][N:17]=3)=[O:15])=[C:9]([CH3:30])[N:8]2[CH3:31])[CH2:6][CH2:5][CH2:4][CH2:3][CH2:2]1. Starting materials: C1(CCCCC1)N1N(C(=C(C1=O)NC(=O)C1=NOC(=C1C)C1=CCC(CC1)(C)C)C)C (N-(2-Cyclohexyl-1,5-dimethyl-3-oxo-2,3-dihydro-1H-pyrazol-4-yl)-5-(4,4-dimethylcyclohex-1-en-1-yl)-4-methylisoxazole-3-carboxamide). Yields the product C1(CCCCC1)N1N(C(=C(C1=O)NC(=O)C1=NOC(=C1C)C1CCC(CC1)(C)C)C)C (N-(2-Cyclohexyl-1,5-dimethyl-3-oxo-2,3-dihydro-1H-pyrazol-4-yl)-5-(4,4-dimethylcyclohexyl)-4-methylisoxazole-3-carboxamide). Solvent: C(C)O (ethanol). Conditions: time 3 hour. Reported procedure: A solution of N-(2-cyclohexyl-1,5-dimethyl-3-oxo-2,3-dihydro-1H-pyrazol-4-yl)-5-(4,4-dimethylcyclohex-1-en-1-yl)-4-methylisoxazole-3-carboxamide (Example 2.2) (40 mg, 0.094 mmol) in ethanol (20 mL) was flushed with nitrogen and treated with 10% Pd—C, 50% wet (Alfa Aesar, 38303) (14.97 mg, 0.141 mmol). The reaction mixture was stirred at room temperature under an atmosphere of hydrogen for 3 hours. The resulting mixture was filtered through Celite®, washing with ethanol followed by DCM. The filtr... The reagents and catalysts are [Pd] (Pd—C). The reactants are Cl, CC(C)(C)OC(=O)Nc1ccc(-c2noc(CN3CCC(c4ccccc4)(c4ccccc4)C3=O)n2)cn1. Product: Cl, Nc1ccc(-c2noc(CN3CCC(c4ccccc4)(c4ccccc4)C3=O)n2)cn1. RXN SMILES: [ClH:39].[O:1]=[C:2]1[N:3]([CH2:19][c:20]2[n:21][c:22](-[c:25]3[cH:26][cH:27][c:28]([NH:31][C:32](=[O:33])[O:34][C:35]([CH3:36])([CH3:37])[CH3:38])[n:29][cH:30]3)[n:23][o:24]2)[CH2:4][CH2:5][C:6]1([c:7]1[cH:8][cH:9][cH:10][cH:11][cH:12]1)[c:13]1[cH:14][cH:15][cH:16][cH:17][cH:18]1>>[ClH:39].[O:1]=[C:2]1[N:3]([CH2:19][c:20]2[n:21][c:22](-[c:25]3[cH:26][cH:27][c:28]([NH2:31])[n:29][cH:30]3)[n:23][o:24]2)[CH2:4][CH2:5][C:6]1([c:7]1[cH:8][cH:9][cH:10][cH:11][cH:12]1)[c:13]1[cH:14][cH:15][cH:16][cH:17][cH:18]1.